From a dataset of the Open Reaction Database (ORD), a public repository of structured organic reaction records. describe an organic reaction: reactants, conditions, products, and yield Reactants: OC1=C(C=CC=C1)C(=O)C1=C2C=CN(C2=CC=C1)C ((2-hydroxyphenyl)-(1-methyl-1H-indol-4-yl) methanone), C([O-])([O-])=O.[K+].[K+] (potassium carbonate), C(Cl)C1CO1 (epichlorhydrin). The product is CN1C=CC2=C(C=CC=C12)C(=O)C1=C(C=CC=C1)OCC1OC1 ((1-methyl-1H-indol-4-yl) [2-(2-oxiranylmethoxy)-phenyl]methanone). RXN SMILES: [OH:1][C:2]1[CH:7]=[CH:6][CH:5]=[CH:4][C:3]=1[C:8]([C:10]1[CH:18]=[CH:17][CH:16]=[C:15]2[C:11]=1[CH:12]=[CH:13][N:14]2[CH3:19])=[O:9].C(=O)([O-])[O-].[K+].[K+].[CH2:26]([CH:28]1[O:30][CH2:29]1)Cl>>[CH3:19][N:14]1[C:15]2[C:11](=[C:10]([C:8]([C:3]3[CH:4]=[CH:5][CH:6]=[CH:7][C:2]=3[O:1][CH2:26][CH:28]3[CH2:29][O:30]3)=[O:9])[CH:18]=[CH:17][CH:16]=2)[CH:12]=[CH:13]1 |f:1.2.3|. Procedure: Using the procedure of Step A of Example 3, 3 g of the product of Step D, 6.6 g of potassium carbonate and 4.7 ml of epichlorhydrin were added in 5 stages. After a total of 48 hours at reflux, filtration was carried out. The filtrate was concentrated to dryness under reduced pressure and the residue was chromatographed as indicated in Example 2 to obtain 3.7 g of the expected product. Starting materials: [N+](=O)([O-])C1=C(C=CC=C1)S(=O)(=O)Cl (2-nitrobenzenesulfonyl chloride), COC1=NC(=CC(=C1)N)OC (2,6-dimethoxypyridin-4-amine), N1=CC=CC=C1 (pyridine), O1CCOCC1 (1,4-dioxane). Product: COC1=NC(=CC(=C1)N1S(C2=C(NC1=O)C=CC=C2)(=O)=O)OC (2-(2,6-Dimethoxypyridin-4-yl)-2H-1,2,4-benzothiadiazin-3(4H)-one 1,1-dioxide). As a reaction SMILES: [N+:1]([C:4]1[CH:9]=[CH:8][CH:7]=[CH:6][C:5]=1[S:10](Cl)(=[O:12])=[O:11])([O-])=O.[CH3:14][O:15][C:16]1[CH:21]=[C:20]([NH2:22])[CH:19]=[C:18]([O:23][CH3:24])[N:17]=1.N1C=CC=CC=1.[O:31]1CCOC[CH2:32]1>>[CH3:24][O:23][C:18]1[CH:19]=[C:20]([N:22]2[C:32](=[O:31])[NH:1][C:4]3[CH:9]=[CH:8][CH:7]=[CH:6][C:5]=3[S:10]2(=[O:12])=[O:11])[CH:21]=[C:16]([O:15][CH3:14])[N:17]=1. Procedure: The title compound (0.40 g, 1.19 mmol) was prepared in three steps from 2-nitrobenzenesulfonyl chloride (2.66 g, 12.0 mmol), 2,6-dimethoxypyridin-4-amine (2.04 g, 13.2 mmol) and pyridine (2.9 mL, 36.0 mmol) in 1,4-dioxane (48 mL) using the methods of (IntA19). The reactants are C1(=CC=CC=C1)N1N=CC=C1C1=NN(C=CC1=O)C1CCNCC1 (3-(1-phenyl-1H-pyrazol-5-yl)-1-piperidin-4-ylpyridazin-4(1H)-one), BrC1=CC=C(C=C1)F (1-bromo-4-fluorobenzene), CC(C)C1=CC(=C(C(=C1)C(C)C)C2=C(C=CC=C2)P(C3CCCCC3)C4CCCCC4)C(C)C (X-phos), CC(C)([O-])C.[Na+] (sodium tert-butoxide). The reagents and catalysts are C=1C=CC(=CC1)/C=C/C(=O)/C=C/C2=CC=CC=C2.C=1C=CC(=CC1)/C=C/C(=O)/C=C/C2=CC=CC=C2.C=1C=CC(=CC1)/C=C/C(=O)/C=C/C2=CC=CC=C2.[Pd].[Pd] (Pd2(dba)3). Solvent: C1(=CC=CC=C1)C (toluene), O (water). Run at temperature 120 celsius, time 5 hour. Product: FC1=CC=C(C=C1)N1CCC(CC1)N1N=C(C(C=C1)=O)C1=CC=NN1C1=CC=CC=C1 (1-[1-(4-fluorophenyl)piperidin-4-yl]-3-(1-phenyl-1H-pyrazol-5-yl)pyridazin-4(1H)-one). As a reaction SMILES: [C:1]1([N:7]2[C:11]([C:12]3[C:17](=[O:18])[CH:16]=[CH:15][N:14]([CH:19]4[CH2:24][CH2:23][NH:22][CH2:21][CH2:20]4)[N:13]=3)=[CH:10][CH:9]=[N:8]2)[CH:6]=[CH:5][CH:4]=[CH:3][CH:2]=1.Br[C:26]1[CH:31]=[CH:30][C:29]([F:32])=[CH:28][CH:27]=1.CC(C1C=C(C(C)C)C(C2C=CC=CC=2P(C2CCCCC2)C2CCCCC2)=C(C(C)C)C=1)C.CC(C)([O-])C.[Na+]>C1(C)C=CC=CC=1.C1C=CC(/C=C/C(/C=C/C2C=CC=CC=2)=O)=CC=1.C1C=CC(/C=C/C(/C=C/C2C=CC=CC=2)=O)=CC=1.C1C=CC(/C=C/C(/C=C/C2C=CC=CC=2)=O)=CC=1.[Pd].[Pd].O>[F:32][C:29]1[CH:30]=[CH:31][C:26]([N:22]2[CH2:23][CH2:24][CH:19]([N:14]3[CH:15]=[CH:16][C:17](=[O:18])[C:12]([C:11]4[N:7]([C:1]5[CH:2]=[CH:3][CH:4]=[CH:5][CH:6]=5)[N:8]=[CH:9][CH:10]=4)=[N:13]3)[CH2:20][CH2:21]2)=[CH:27][CH:28]=1 |f:3.4,6.7.8.9.10|. Procedure details: A suspension of 3-(1-phenyl-1H-pyrazol-5-yl)-1-piperidin-4-ylpyridazin-4(1H)-one (0.30 g), 1-bromo-4-fluorobenzene (0.21 mL), Pd2(dba)3 (43 mg), X-phos (45 mg) and sodium tert-butoxide (135 mg) in toluene (10 mL) was stirred at 120° C. for 5 hr under an argon atmosphere. The reaction mixture was poured into water, and the mixture was extracted with ethyl acetate. The extract was washed with saturated brine, dried over anhydrous magnesium sulfate, and concentrated under reduced pressure. The resi... The reactants are Cl (hydrochloric acid), O=C(CCC1=CC=2C(=C(OC2)CC(C(=O)OCC)NC(=O)OCC2=CC=CC=C2)C=C1)NC=1NCCCN1 (ethyl 5-[3-oxo-3-[(1,4,5,6-tetrahydro-2-pyrimidinyl)amino]propyl]-.alpha.-[[(phenylmethoxy)carbonyl]amino]-2-benzofuranpropanoate), C1CCOC1 (THF). Reaction conditions: time 10 minute. Product: C(C)(C)OC(C)C (isopropyl ether), C(C)OC(C(CC=1OC=C2C1C=CC(=C2)CCC(NC=2NCCCN2)=O)NC(=O)OCC2=CC=CC=C2)=O.Cl (Monohydrochloride ethyl 5-[3-oxo-3-[(1,4,5,6-tetrahydro-2-pyrimidinyl)amino]propyl]-.alpha.-[[(phenylmethoxy)carbonyl]-amino]-2-benzofuranpropanoate). Reaction SMILES: [ClH:1].[O:2]=[C:3]([NH:33][C:34]1[NH:35][CH2:36][CH2:37][CH2:38][N:39]=1)[CH2:4][CH2:5][C:6]1[CH:32]=[CH:31][C:9]2=[C:10]([CH2:13][CH:14]([NH:20][C:21]([O:23][CH2:24][C:25]3[CH:30]=[CH:29][CH:28]=[CH:27][CH:26]=3)=[O:22])[C:15]([O:17][CH2:18][CH3:19])=[O:16])[O:11][CH:12]=[C:8]2[CH:7]=1.[CH2:40]1COCC1>>[CH:10]([O:11][CH:12]([CH3:8])[CH3:40])([CH3:9])[CH3:13].[CH2:18]([O:17][C:15](=[O:16])[CH:14]([NH:20][C:21]([O:23][CH2:24][C:25]1[CH:26]=[CH:27][CH:28]=[CH:29][CH:30]=1)=[O:22])[CH2:13][C:10]1[O:11][CH:12]=[C:8]2[CH:7]=[C:6]([CH2:5][CH2:4][C:3](=[O:2])[NH:33][C:34]3[NH:35][CH2:36][CH2:37][CH2:38][N:39]=3)[CH:32]=[CH:31][C:9]=12)[CH3:19].[ClH:1] |f:4.5|. Reported procedure: 3 ml of 2N hydrochloric acid is added to 339 mg of the ethyl ester of Example 3 in 20 ml of THF, the reaction medium is agitated for 10 minutes and evaporated under reduced pressure while adding toluene. After treatment with ether and isopropyl ether, 312 mg of the expected hydrochloric acid salt is obtained. Reactants: COC(=O)c1cc(Br)ccc1COc1ccc(Br)cc1, CO, [Na+], [OH-]. The product is O=C(O)c1cc(Br)ccc1COc1ccc(Br)cc1. As a reaction SMILES: [Br:1][c:2]1[cH:3][cH:4][c:5]([CH2:12][O:13][c:14]2[cH:15][cH:16][c:17]([Br:20])[cH:18][cH:19]2)[c:6]([C:7](=[O:8])[O:9][CH3:10])[cH:11]1.[CH3:23][OH:24].[Na+:22].[OH-:21]>>[Br:1][c:2]1[cH:3][cH:4][c:5]([CH2:12][O:13][c:14]2[cH:15][cH:16][c:17]([Br:20])[cH:18][cH:19]2)[c:6]([C:7](=[O:8])[OH:9])[cH:11]1.